This data is from the Open Reaction Database (ORD), a public repository of structured organic reaction records. The task is: describe an organic reaction: reactants, conditions, products, and yield Starting materials: COc1ccc(NC(C)=O)cc1Br, CC(C)(C)P(c1ccccc1-c1ccccc1)C(C)(C)C, C1COCCO1, Cc1nc(-c2cccc(C(F)(F)F)c2)n2nc(N)ncc12, CC(C)(C)[O-], [Na+], O=C(C=Cc1ccccc1)C=Cc1ccccc1, O=C(C=Cc1ccccc1)C=Cc1ccccc1, O=C(C=Cc1ccccc1)C=Cc1ccccc1, [Pd], [Pd]. Yields the product COc1ccc(NC(C)=O)cc1Nc1ncc2c(C)nc(-c3cccc(C(F)(F)F)c3)n2n1. Reaction SMILES: [Br:22][c:23]1[cH:24][c:25]([NH:31][C:32]([CH3:33])=[O:34])[cH:26][cH:27][c:28]1[O:29][CH3:30].[C:35]([P:36]([C:37]([CH3:38])([CH3:39])[CH3:40])[c:41]1[cH:42][cH:43][cH:44][cH:45][c:46]1-[c:47]1[cH:48][cH:49][cH:50][cH:51][cH:52]1)([CH3:53])([CH3:54])[CH3:55].[CH2:62]1[O:63][CH2:64][CH2:65][O:66][CH2:67]1.[CH3:1][c:2]1[n:3][c:4](-[c:12]2[cH:13][c:14]([C:18]([F:19])([F:20])[F:21])[cH:15][cH:16][cH:17]2)[n:5]2[n:6][c:7]([NH2:11])[n:8][cH:9][c:10]12.[CH3:56][C:57]([CH3:58])([O-:59])[CH3:60].[Na+:61].[O:106]=[C:107]([CH:108]=[CH:109][c:110]1[cH:111][cH:112][cH:113][cH:114][cH:115]1)[CH:116]=[CH:117][c:118]1[cH:119][cH:120][cH:121][cH:122][cH:123]1.[O:70]=[C:71]([CH:72]=[CH:73][c:74]1[cH:75][cH:76][cH:77][cH:78][cH:79]1)[CH:80]=[CH:81][c:82]1[cH:83][cH:84][cH:85][cH:86][cH:87]1.[O:88]=[C:89]([CH:90]=[CH:91][c:92]1[cH:93][cH:94][cH:95][cH:96][cH:97]1)[CH:98]=[CH:99][c:100]1[cH:101][cH:102][cH:103][cH:104][cH:105]1.[Pd:68].[Pd:69]>>[CH3:1][c:2]1[n:3][c:4](-[c:12]2[cH:13][c:14]([C:18]([F:19])([F:20])[F:21])[cH:15][cH:16][cH:17]2)[n:5]2[n:6][c:7]([NH:11][c:23]3[cH:24][c:25]([NH:31][C:32]([CH3:33])=[O:34])[cH:26][cH:27][c:28]3[O:29][CH3:30])[n:8][cH:9][c:10]12. The reactants are N1C=NC(=C1)CC\C=C\C(CC1CCCCC1)N (1-[1H-imidazol-4-yl]-5-amino-6-cyclohexyl-trans-3-hexene), Cl (HCl). The product is Cl.C(CC#C)C=1N=CNC1 (4-But-3-ynylimidazole HCl). Reaction SMILES: [NH:1]1[CH:5]=[C:4]([CH2:6][CH2:7]/[CH:8]=[CH:9]/C(N)CC2CCCCC2)[N:3]=[CH:2]1.[ClH:19]>>[ClH:19].[CH2:6]([C:4]1[N:3]=[CH:2][NH:1][CH:5]=1)[CH2:7][C:8]#[CH:9] |f:2.3|. Procedure details: 4-But-3-ynylimidazole HCl was prepared from the deprotection of compound 26 by treatment with 2N HCl. Reactants: C(C1=CC=NC=C1)(=O)O (isonicotinic acid), S(=O)(Cl)Cl (Thionyl chloride). The product is C(C1=CC=NC=C1)(=O)Cl (isonicotinoyl chloride). As a reaction SMILES: [C:1]([OH:9])(=O)[C:2]1[CH:7]=[CH:6][N:5]=[CH:4][CH:3]=1.S(Cl)([Cl:12])=O>>[C:1]([Cl:12])(=[O:9])[C:2]1[CH:7]=[CH:6][N:5]=[CH:4][CH:3]=1. Procedure: Thionyl chloride (10 mL) was added to isonicotinic acid (370 mg, 3 mmol) and the mixture was stirred at reflux for 6 hr. Thionyl chloride was evaporated under reduced pressure and the residues was dried in vacuum to get isonicotinoyl chloride. 3-Hydroxyanthranilic acid (153 mg, 1.0 mmol) and pyridine (240 mg, 3.0 mmol) were added to toluene (10 mL) and the mixture was stirred at room temperature for 30 min. Then isonicotinoyl chloride (420 mg, 3.0 mmol) was added. The mixture was stirred at room... Reactants: CC(C)(C)OC(=O)C(C)(C)Sc1nc(CCNC(=O)OCC2c3ccccc3-c3ccccc32)cs1, ClCCl, O, O=C(O)C(F)(F)F. Product: CC(C)(Sc1nc(CCNC(=O)OCC2c3ccccc3-c3ccccc32)cs1)C(=O)O. RXN SMILES: [C:1]([CH3:2])([CH3:3])([CH3:4])[O:5][C:6]([C:7]([CH3:8])([CH3:9])[S:10][c:11]1[s:12][cH:13][c:14]([CH2:16][CH2:17][NH:18][C:19](=[O:20])[O:21][CH2:22][CH:23]2[c:24]3[cH:25][cH:26][cH:27][cH:28][c:29]3-[c:30]3[cH:31][cH:32][cH:33][cH:34][c:35]32)[n:15]1)=[O:36].[Cl:45][CH2:46][Cl:47].[OH2:44].[OH:37][C:38]([C:39]([F:40])([F:41])[F:42])=[O:43]>>[O:5]=[C:6]([C:7]([CH3:8])([CH3:9])[S:10][c:11]1[s:12][cH:13][c:14]([CH2:16][CH2:17][NH:18][C:19](=[O:20])[O:21][CH2:22][CH:23]2[c:24]3[cH:25][cH:26][cH:27][cH:28][c:29]3-[c:30]3[cH:31][cH:32][cH:33][cH:34][c:35]32)[n:15]1)[OH:36]. The reactants are F[B-](F)(F)F, CS(=O)(=O)N1CCNCC1, CN(C)C=O, CC(C)N1CCN(C(=O)c2ccc3[nH]c(C(=O)O)cc3c2)CC1, CCN(C(C)C)C(C)C, [Cl-], Cl, [NH4+], CN(C)C(On1nnc2ccccc21)=[N+](C)C. The product is CC(C)N1CCN(C(=O)c2ccc3[nH]c(C(=O)N4CCN(S(C)(=O)=O)CC4)cc3c2)CC1. As a reaction SMILES: [B-:25]([F:26])([F:27])([F:28])[F:29].[CH3:47][S:48](=[O:49])(=[O:50])[N:51]1[CH2:52][CH2:53][NH:54][CH2:55][CH2:56]1.[CH3:68][N:69]([CH3:70])[CH:71]=[O:72].[CH:2]([CH3:3])([CH3:4])[N:5]1[CH2:6][CH2:7][N:8]([C:11](=[O:12])[c:13]2[cH:14][c:15]3[cH:16][c:17]([C:22](=[O:23])[OH:24])[nH:18][c:19]3[cH:20][cH:21]2)[CH2:9][CH2:10]1.[CH:57]([N:58]([CH2:59][CH3:60])[CH:61]([CH3:62])[CH3:63])([CH3:64])[CH3:65].[Cl-:66].[ClH:1].[NH4+:67].[n:30]1([O:31][C:32]([N:33]([CH3:34])[CH3:35])=[N+:36]([CH3:37])[CH3:38])[c:39]2[cH:40][cH:41][cH:42][cH:43][c:44]2[n:45][n:46]1>>[CH:2]([CH3:3])([CH3:4])[N:5]1[CH2:6][CH2:7][N:8]([C:11](=[O:12])[c:13]2[cH:14][c:15]3[cH:16][c:17]([C:22](=[O:23])[N:54]4[CH2:53][CH2:52][N:51]([S:48]([CH3:47])(=[O:49])=[O:50])[CH2:56][CH2:55]4)[nH:18][c:19]3[cH:20][cH:21]2)[CH2:9][CH2:10]1. Reactants: C, CO, CNc1cc(C)ccc1[N+](=O)[O-], [Pd]. Yields the product CNc1cc(C)ccc1N. Reaction SMILES: [C:15].[CH3:13][OH:14].[CH3:1][NH:2][c:3]1[cH:4][c:5]([CH3:12])[cH:6][cH:7][c:8]1[N+:9]([O-:10])=[O:11].[Pd:16]>>[CH3:1][NH:2][c:3]1[cH:4][c:5]([CH3:12])[cH:6][cH:7][c:8]1[NH2:9]. Starting materials: C1(=CC=CC=C1)S (thiophenol), [H-].[Na+] (sodium hydride), O1C(C1)CCC=1C=NC=CC1 (3-(2-oxiranylethyl)pyridine). Solvent: CN(C=O)C (dimethylformamide). Product: C1(=CC=CC=C1)SCC(CCC=1C=NC=CC1)O ((±)-α-(Phenylthiomethyl)-3-pyridinepropanol). The yield is 76.7%. Reaction SMILES: [C:1]1([SH:7])[CH:6]=[CH:5][CH:4]=[CH:3][CH:2]=1.[H-].[Na+].[O:10]1[CH2:12][CH:11]1[CH2:13][CH2:14][C:15]1[CH:16]=[N:17][CH:18]=[CH:19][CH:20]=1>CN(C)C=O>[C:1]1([S:7][CH2:12][CH:11]([OH:10])[CH2:13][CH2:14][C:15]2[CH:16]=[N:17][CH:18]=[CH:19][CH:20]=2)[CH:6]=[CH:5][CH:4]=[CH:3][CH:2]=1 |f:1.2|. Procedure details: Prepared according to the method described in Example 1a) from thiophenol (0.142 g), sodium hydride (0.062 g) and 3-(2-oxiranylethyl)pyridine (0.150 g) in dimethylformamide at room temperature to give the title compound as an oil (0.200 g). Starting materials: FC=1C=CC(=C(C1)C(C)=O)O (1-(5-Fluoro-2-hydroxy-phenyl)-ethanone), C(C)OC(OCC)=O (diethylcarbonate), CC(C)([O-])C.[K+] (potassium tert-butoxide). Run in O1CCCC1 (tetrahydrofuran), O1CCCC1 (tetrahydrofuran). Run at time 10 hour. Product: FC=1C=C2C(=CC(OC2=CC1)=O)O (6-Fluoro-4-hydroxy-chromen-2-one). Isolated yield 77.7%. As a reaction SMILES: [F:1][C:2]1[CH:3]=[CH:4][C:5]([OH:11])=[C:6]([C:8](=[O:10])[CH3:9])[CH:7]=1.[CH2:12]([O:14]C(=O)OCC)C.CC(C)([O-])C.[K+]>O1CCCC1>[F:1][C:2]1[CH:7]=[C:6]2[C:5](=[CH:4][CH:3]=1)[O:11][C:12](=[O:14])[CH:9]=[C:8]2[OH:10] |f:2.3|. Procedure details: 1-(5-Fluoro-2-hydroxy-phenyl)-ethanone (1.54 g, 10 mmol) and diethylcarbonate (2.42 mL, 20 mmol) were placed in a dry flask and dissolved in anhydrous tetrahydrofuran (30 mL.) The solution was then added drop-wise via cannula to a rapidly stirring solution of potassium tert-butoxide in tetrahydrofuran (1.0 M, 30 mL) The reaction was permitted to stir overnight (10 h) at room temperature under positive pressure of nitrogen. The crude reaction was concentrated under reduced pressure and partitione...